Dataset: the Open Reaction Database (ORD), a public repository of structured organic reaction records. Task: describe an organic reaction: reactants, conditions, products, and yield Starting materials: COC(=O)c1ccc2c(c1)CNC2, O=CO. The product is COC(=O)c1ccc2c(c1)CN(C)C2. Reaction SMILES: [CH2:1]1[NH:2][CH2:3][c:4]2[cH:5][c:6]([C:10](=[O:11])[O:12][CH3:13])[cH:7][cH:8][c:9]21.[CH:14]([OH:15])=[O:16]>>[CH2:1]1[N:2]([CH3:14])[CH2:3][c:4]2[cH:5][c:6]([C:10](=[O:11])[O:12][CH3:13])[cH:7][cH:8][c:9]21. The reactants are COC1=C(C=CC=C1)[Li] (2-methoxyphenyllithium), ClC1=NC=CC(=N1)C (2-chloro-4-methylpyrimidine), C1(=CC=CC=C1)OC (Anisole), C(CCC)[Li] (n-butyllithium), solution. The solvent is CCOCC (Ether), O1CCCC1 (tetrahydrofuran), CCOCC (ether), CCOCC (ether). Run at temperature 0 celsius, time 2 hour. Yields the product ClC1=NC(=CC(=N1)C1=C(C=CC=C1)OC)C (2-chloro-6-methyl-4-(2-methoxyphenyl)pyrimidine). Reaction SMILES: [C:1]1([O:7][CH3:8])[CH:6]=[CH:5][CH:4]=[CH:3][CH:2]=1.C([Li])CCC.COC1C=CC=CC=1[Li].[Cl:23][C:24]1[N:29]=[C:28]([CH3:30])[CH:27]=[CH:26][N:25]=1>CCOCC.O1CCCC1>[Cl:23][C:24]1[N:25]=[C:26]([C:2]2[CH:3]=[CH:4][CH:5]=[CH:6][C:1]=2[O:7][CH3:8])[CH:27]=[C:28]([CH3:30])[N:29]=1. Procedure details: Part A: Anisole (2.16 g), n-butyllithium (2.5 M in hexanes, 4.0 mL), and dry ether (4.0 mL) were stirred 18 h at room temperature. Ether (5 mL) and tetrahydrofuran (SmL) were added to make a 0.47 M solution of 2-methoxyphenyllithium (21.12 mL), of which 0.47 mL was added to 2-chloro-4-methylpyrimidine (0.71 g, prepared as described by Strekowski et al (J. Heterocylic Chem. 27, 1393 (1990)) dissolved in dry ether (37 mL) and stirred 30 minutes at -30° C. and 2 hours at 0° C. The reaction was quen... Reactants: CC(=O)c1cc(Br)ccc1O, C1CCOC1, CN1CCNCC1, O=C(C=Cc1ccccc1)C=Cc1ccccc1, O=C(C=Cc1ccccc1)C=Cc1ccccc1, O=C(C=Cc1ccccc1)C=Cc1ccccc1, [Pd], [Pd]. Product: CC(=O)c1cc(N2CCN(C)CC2)ccc1O. As a reaction SMILES: [Br:1][c:2]1[cH:3][cH:4][c:5]([OH:11])[c:6]([C:8]([CH3:9])=[O:10])[cH:7]1.[CH2:19]1[O:20][CH2:21][CH2:22][CH2:23]1.[CH3:12][N:13]1[CH2:14][CH2:15][NH:16][CH2:17][CH2:18]1.[O:26]=[C:27]([CH:28]=[CH:29][c:30]1[cH:31][cH:32][cH:33][cH:34][cH:35]1)[CH:36]=[CH:37][c:38]1[cH:39][cH:40][cH:41][cH:42][cH:43]1.[O:44]=[C:45]([CH:46]=[CH:47][c:48]1[cH:49][cH:50][cH:51][cH:52][cH:53]1)[CH:54]=[CH:55][c:56]1[cH:57][cH:58][cH:59][cH:60][cH:61]1.[O:62]=[C:63]([CH:64]=[CH:65][c:66]1[cH:67][cH:68][cH:69][cH:70][cH:71]1)[CH:72]=[CH:73][c:74]1[cH:75][cH:76][cH:77][cH:78][cH:79]1.[Pd:24].[Pd:25]>>[c:2]1([N:16]2[CH2:15][CH2:14][N:13]([CH3:12])[CH2:18][CH2:17]2)[cH:3][cH:4][c:5]([OH:11])[c:6]([C:8]([CH3:9])=[O:10])[cH:7]1.